Dataset: the Open Reaction Database (ORD), a public repository of structured organic reaction records. Task: describe an organic reaction: reactants, conditions, products, and yield Starting materials: O=C([O-])[O-], CCOC(=O)CC(=O)OCC, C1CCOC1, [Cs+], [Cs+], [Cu]I, COC1CCN(C(=O)c2cc(I)ccc2F)CC1, Oc1ccccc1-c1ccccc1. The product is CCOC(=O)Cc1ccc(F)c(C(=O)N2CCC(OC)CC2)c1. RXN SMILES: [C:1](=[O:2])([O-:3])[O-:4].[C:25]([CH2:26][C:27](=[O:28])[O:29][CH2:30][CH3:31])([O:32][CH2:33][CH3:34])=[O:35].[CH2:49]1[O:50][CH2:51][CH2:52][CH2:53]1.[Cs+:5].[Cs+:6].[Cu:54][I:55].[F:7][c:8]1[c:9]([C:15](=[O:16])[N:17]2[CH2:18][CH2:19][CH:20]([O:23][CH3:24])[CH2:21][CH2:22]2)[cH:10][c:11]([I:14])[cH:12][cH:13]1.[c:36]1(-[c:37]2[cH:38][cH:39][cH:40][cH:41][c:42]2[OH:43])[cH:44][cH:45][cH:46][cH:47][cH:48]1>>[F:7][c:8]1[c:9]([C:15](=[O:16])[N:17]2[CH2:18][CH2:19][CH:20]([O:23][CH3:24])[CH2:21][CH2:22]2)[cH:10][c:11]([CH2:26][C:27](=[O:28])[O:29][CH2:30][CH3:31])[cH:12][cH:13]1. The reactants are CCOC(=O)N1CCNCC1, ClC(Cl)Cl, Fc1ccc2c(c1)C(Cl)Cc1ccc(Cl)cc1S2, O. The product is CCOC(=O)N1CCN(C2Cc3ccc(Cl)cc3Sc3ccc(F)cc32)CC1. As a reaction SMILES: [C:19](=[O:20])([O:21][CH2:22][CH3:23])[N:24]1[CH2:25][CH2:26][NH:27][CH2:28][CH2:29]1.[CH:31]([Cl:32])([Cl:33])[Cl:34].[Cl:1][c:2]1[cH:3][cH:4][c:5]2[c:6]([cH:18]1)[S:7][c:8]1[c:9]([cH:13][c:14]([F:17])[cH:15][cH:16]1)[CH:10]([Cl:12])[CH2:11]2.[OH2:30]>>[Cl:1][c:2]1[cH:3][cH:4][c:5]2[c:6]([cH:18]1)[S:7][c:8]1[c:9]([cH:13][c:14]([F:17])[cH:15][cH:16]1)[CH:10]([N:27]1[CH2:26][CH2:25][N:24]([C:19](=[O:20])[O:21][CH2:22][CH3:23])[CH2:29][CH2:28]1)[CH2:11]2.